Dataset: the Open Reaction Database (ORD), a public repository of structured organic reaction records. Task: describe an organic reaction: reactants, conditions, products, and yield The reactants are CSC(=C(C#N)C#N)SC (3,3-bis(methylsulfanyl)-2-cyano-acrylonitrile), C(C)(C)(C)OC(=O)N1CCNCC1 (piperazine-N-carboxylic acid tert-butyl ester), N1=CC=CC=C1 (pyridine). Solvent: C(C)(C)O (isopropanol). Yields the product C(C)(C)(C)OC(=O)N1CCN(CC1)C(=C(C#N)C#N)SC (3-(4-tert-butoxycarbonyl-piperazin-1-yl)-3-methylsulfanyl-2-cyano-acrylonitrile). As a reaction SMILES: CS[C:3]([S:9][CH3:10])=[C:4]([C:7]#[N:8])[C:5]#[N:6].[C:11]([O:15][C:16]([N:18]1[CH2:23][CH2:22][NH:21][CH2:20][CH2:19]1)=[O:17])([CH3:14])([CH3:13])[CH3:12].N1C=CC=CC=1>C(O)(C)C>[C:11]([O:15][C:16]([N:18]1[CH2:23][CH2:22][N:21]([C:3]([S:9][CH3:10])=[C:4]([C:7]#[N:8])[C:5]#[N:6])[CH2:20][CH2:19]1)=[O:17])([CH3:14])([CH3:12])[CH3:13]. Reported procedure: With the exclusion of air, 7.22 g (42.4 mmol) of 3,3-bis(methylsulfanyl)-2-cyano-acrylonitrile (Maybridge), 7.90 g (42.4 mmol) of piperazine-N-carboxylic acid tert-butyl ester (Aldrich; Milwaukee/USA) and 0.24 g (3 mmol) of pyridine are heated to boiling in 75 ml of isopropanol for 4 hours. Cooling, concentration by evaporation and drying under a high vacuum yield 3-(4-tert-butoxycarbonyl-piperazin-1-yl)-3-methylsulfanyl-2-cyano-acrylonitrile; C14H20N4SO2: calc. C54.52%, H 6.54%, N 18.17%, S 10.... Starting materials: C(C)(C)ON=C(C(=O)OCC)C(C)=O (Ethyl 2-iso-propoxyimino-3-oxobutyrate), S(=O)(=O)(Cl)Cl (sulfuryl chloride). Solvent: C(C)(=O)O (acetic acid). Yields the product ClCC(C(C(=O)OCC)=NOC(C)C)=O (ethyl 4-chloro-3-oxo-2-iso-propoxyiminobutyrate). Yield: 100.1%. RXN SMILES: [CH:1]([O:4][N:5]=[C:6]([C:12](=[O:14])[CH3:13])[C:7]([O:9][CH2:10][CH3:11])=[O:8])([CH3:3])[CH3:2].S(Cl)([Cl:18])(=O)=O>C(O)(=O)C>[Cl:18][CH2:13][C:12](=[O:14])[C:6](=[N:5][O:4][CH:1]([CH3:3])[CH3:2])[C:7]([O:9][CH2:10][CH3:11])=[O:8]. Procedure details: Ethyl 2-iso-propoxyimino-3-oxobutyrate (syn isomer 35.4 g.), sulfuryl chloride (24.5 g.) and acetic acid (35.4 ml.) were treated in a similar manner to that of Example D-(2) to give ethyl 4-chloro-3-oxo-2-iso-propoxyiminobutyrate (syn isomer, 41.5 g.) oil.